This data is from the Open Reaction Database (ORD), a public repository of structured organic reaction records. The task is: describe an organic reaction: reactants, conditions, products, and yield The reactants are C1CCOC1, COC(=O)C(C)(C)NC(=O)c1ccc(OCc2ccccc2)cc1, CO, [Li+], [OH-], O, O, O=C(O)CC(O)(CC(=O)O)C(=O)O. Yields the product CC(C)(NC(=O)c1ccc(OCc2ccccc2)cc1)C(=O)O. Reaction SMILES: [CH2:41]1[O:42][CH2:43][CH2:44][CH2:45]1.[CH3:3][O:4][C:5]([C:6]([CH3:7])([CH3:8])[NH:9][C:10]([c:11]1[cH:12][cH:13][c:14]([O:17][CH2:18][c:19]2[cH:20][cH:21][cH:22][cH:23][cH:24]2)[cH:15][cH:16]1)=[O:25])=[O:26].[CH3:46][OH:47].[Li+:2].[OH-:1].[OH2:27].[OH2:48].[OH:28][C:29]([CH2:30][C:31]([C:32](=[O:33])[OH:34])([CH2:35][C:36](=[O:37])[OH:38])[OH:39])=[O:40]>>[O:4]=[C:5]([C:6]([CH3:7])([CH3:8])[NH:9][C:10]([c:11]1[cH:12][cH:13][c:14]([O:17][CH2:18][c:19]2[cH:20][cH:21][cH:22][cH:23][cH:24]2)[cH:15][cH:16]1)=[O:25])[OH:26]. Starting materials: COC(COC1=C2C(=C(C(=NC2=C(C=C1)Cl)CC)CC1=CC=C(C=C1)F)OC(F)F)=O ([8-chloro-4-difluoromethoxy-2-ethyl-3-(4-fluorobenzyl)quinolin-5-yloxy]acetic acid methyl ester), CO (methanol), [OH-].[Li+] (lithium hydroxide), Cl (hydrochloric acid). Run in O (water), O1CCCC1 (tetrahydrofuran). Product: ClC=1C=CC(=C2C(=C(C(=NC12)CC)CC1=CC=C(C=C1)F)OC(F)F)OCC(=O)O ([8-chloro-4-difluoromethoxy-2-ethyl-3-(4-fluorobenzyl)quinolin-5-yloxy]acetic Acid). Reaction SMILES: C[O:2][C:3](=[O:31])[CH2:4][O:5][C:6]1[CH:15]=[CH:14][C:13]([Cl:16])=[C:12]2[C:7]=1[C:8]([O:27][CH:28]([F:30])[F:29])=[C:9]([CH2:19][C:20]1[CH:25]=[CH:24][C:23]([F:26])=[CH:22][CH:21]=1)[C:10]([CH2:17][CH3:18])=[N:11]2.CO.[OH-].[Li+].Cl>O.O1CCCC1>[Cl:16][C:13]1[CH:14]=[CH:15][C:6]([O:5][CH2:4][C:3]([OH:31])=[O:2])=[C:7]2[C:12]=1[N:11]=[C:10]([CH2:17][CH3:18])[C:9]([CH2:19][C:20]1[CH:21]=[CH:22][C:23]([F:26])=[CH:24][CH:25]=1)=[C:8]2[O:27][CH:28]([F:30])[F:29] |f:2.3|. Procedure: A solution of [8-chloro-4-difluoromethoxy-2-ethyl-3-(4-fluorobenzyl)quinolin-5-yloxy]acetic acid methyl ester (0.060 g), methanol (1.5 mL), tetrahydrofuran (1.5 mL), water (1.0 mL) and lithium hydroxide (0.01 g) was stirred at room temperature for 1 hour. The mixture was acidified by the addition of 1.0 M aqueous hydrochloric acid, extracted with ethyl acetate and the combined extracts dried over magnesium sulfate. The solvent was removed under reduced pressure and purification of the residue by... Reactants: CCOC(=O)CN(CCSc1ccnc(CSc2nc3ccccc3[nH]2)c1C)Cc1ccccc1, CCO, [Na+], [OH-]. Yields the product Cc1c(SCCN(CC(=O)O)Cc2ccccc2)ccnc1CSc1nc2ccccc2[nH]1. RXN SMILES: [CH3:1][c:2]1[c:3]([CH2:25][S:26][c:27]2[n:28][c:29]3[c:30]([nH:31]2)[cH:32][cH:33][cH:34][cH:35]3)[n:4][cH:5][cH:6][c:7]1[S:8][CH2:9][CH2:10][N:11]([CH2:12][C:13](=[O:14])[O:15][CH2:16][CH3:17])[CH2:18][c:19]1[cH:20][cH:21][cH:22][cH:23][cH:24]1.[CH3:38][CH2:39][OH:40].[Na+:37].[OH-:36]>>[CH3:1][c:2]1[c:3]([CH2:25][S:26][c:27]2[nH:28][c:29]3[c:30]([n:31]2)[cH:32][cH:33][cH:34][cH:35]3)[n:4][cH:5][cH:6][c:7]1[S:8][CH2:9][CH2:10][N:11]([CH2:12][C:13](=[O:14])[OH:15])[CH2:18][c:19]1[cH:20][cH:21][cH:22][cH:23][cH:24]1. Starting materials: CN.CO (methylamine methanol), IC1=CC=C(C=C1)C(=O)NC(C(=O)OCC)C(=O)OCC (diethyl {[(4-iodophenyl)carbonyl]amino}propandioate), CN.CO (methylamine methanol). Run in CO (methanol). Reaction conditions: time 19 hour. Yields the product IC1=CC=C(C=C1)C(NC(C(=O)OC)C(=O)NC)=O (1-iodo-4-{[1-methoxy-3-(methylamino)-1,3-dioxopropan-2-yl]carbamoyl}benzene). Isolated yield 39.0%. As a reaction SMILES: [CH3:1][NH2:2].CO.[I:5][C:6]1[CH:11]=[CH:10][C:9]([C:12]([NH:14][CH:15]([C:21]([O:23]CC)=O)[C:16]([O:18][CH2:19]C)=[O:17])=[O:13])=[CH:8][CH:7]=1>CO>[I:5][C:6]1[CH:11]=[CH:10][C:9]([C:12](=[O:13])[NH:14][CH:15]([C:21]([NH:2][CH3:1])=[O:23])[C:16]([O:18][CH3:19])=[O:17])=[CH:8][CH:7]=1 |f:0.1|. Procedure: A 40% methylamine-methanol solution (0.80 mL) was added to a methanol (90 mL) solution of diethyl {[(4-iodophenyl)carbonyl]amino}propandioate (4.1 g) obtained by the same method as the synthesis method described in the literature (Organic & Biomolecular Chemistry, 2005, Vol. 3(19), pp. 3531-3539), and the mixture was stirred for 19 hours at room temperature. Further, a 40% methylamine-methanol solution (0.24 mL) was added, and the mixture was stirred for 19 hours at the same temperature, followe... The reactants are C(C)N1N=NN=C1CCN (2-(1-Ethyl-1H-tetrazol-5-yl)-ethylamine), C(C)I (ethyliodide), BrCCCO (3-bromo-1-propanol). The product is NCCC1=NN=NN1CCCO (3-[5-(2-Amino-ethyl)-tetrazol-1-yl]-propan-1-ol). As a reaction SMILES: [CH2:1]([N:3]1[C:7]([CH2:8][CH2:9][NH2:10])=[N:6][N:5]=[N:4]1)[CH3:2].C(I)C.BrCC[CH2:17][OH:18]>>[NH2:10][CH2:9][CH2:8][C:7]1[N:3]([CH2:1][CH2:2][CH2:17][OH:18])[N:4]=[N:5][N:6]=1. Reported procedure: This material is prepared by an analogous procedure to intermediate CI2 by replacing the ethyliodide in step 1 with 3-bromo-1-propanol. Starting materials: ClC=1C(=C(C(=O)O)C=CC1)C (3-chloro-2-methylbenzoic acid), C(OC)(OC)OC (trimethyl orthoformate). Solvent: CO (methanol). Run at temperature 60 celsius, time 16 hour. Yields the product COC(C1=C(C(=CC=C1)Cl)C)=O (3-chloro-2-methylbenzoic acid methyl ester). Yield: 96.1%. Reaction SMILES: [Cl:1][C:2]1[C:3]([CH3:11])=[C:4]([CH:8]=[CH:9][CH:10]=1)[C:5]([OH:7])=[O:6].[CH:12](OC)(OC)OC>CO>[CH3:12][O:6][C:5](=[O:7])[C:4]1[CH:8]=[CH:9][CH:10]=[C:2]([Cl:1])[C:3]=1[CH3:11]. Procedure: Alternatively, to a suspension of 3-chloro-2-methylbenzoic acid (6.8 g, 40 mmol) in methanol (40 mL) was added trimethyl orthoformate (4.4 mL, 40 mmol). HCl gas was then bubbled through the suspension for 20 minutes. The resulting solution was then heated in a 60° C. oil bath. After stirring at 60° C. for 16 hours, the solution was allowed to cool to ambient temperature and concentrated under reduced pressure to afford a thick yellow paste. The semi-solid was melted under reduced pressure using ... Reactants: C(CCC)C(C(=O)O)CC1=CC=C(C=C1)OCCON=C(C)C1=CC=C(C=C1)C1=NC=CC=C1 (2-Butyl-3-[4-[2-[[1-[4-(2-pyridyl)phenyl]ethylidene]aminoxy]ethoxy]phenyl]propionic acid), [OH-].[Na+] (sodium hydroxide). Product: [Na+].C(CCC)C(C(=O)[O-])CC1=CC=C(C=C1)OCCON=C(C)C1=CC=C(C=C1)C1=NC=CC=C1 (2-Butyl-3-[4-[2-[[1-[4-(2-pyridyl)phenyl]ethylidene]aminoxy]ethoxy]phenyl]propionic acid sodium salt). As a reaction SMILES: [CH2:1]([CH:5]([CH2:9][C:10]1[CH:15]=[CH:14][C:13]([O:16][CH2:17][CH2:18][O:19][N:20]=[C:21]([C:23]2[CH:28]=[CH:27][C:26]([C:29]3[CH:34]=[CH:33][CH:32]=[CH:31][N:30]=3)=[CH:25][CH:24]=2)[CH3:22])=[CH:12][CH:11]=1)[C:6]([OH:8])=[O:7])[CH2:2][CH2:3][CH3:4].[OH-].[Na+:36]>>[Na+:36].[CH2:1]([CH:5]([CH2:9][C:10]1[CH:15]=[CH:14][C:13]([O:16][CH2:17][CH2:18][O:19][N:20]=[C:21]([C:23]2[CH:24]=[CH:25][C:26]([C:29]3[CH:34]=[CH:33][CH:32]=[CH:31][N:30]=3)=[CH:27][CH:28]=2)[CH3:22])=[CH:12][CH:11]=1)[C:6]([O-:8])=[O:7])[CH2:2][CH2:3][CH3:4] |f:1.2,3.4|. Procedure: 0.69 g of 2-butyl-3-[4-[2-[[1-[4-(2-pyridyl)phenyl]ethylidene]aminoxy]ethoxy]phenyl]propionic acid obtained in Example 24 was treated with 1.50 ml of 1N sodium hydroxide according to Example 20 to obtain 0.65 g of the desired compound as a powder. Reactants: CCOC(=O)c1cc(C(=O)CBr)on1, CC#N, CCOC(C)=O, O=C(OC1CN2CCC1CC2)C(NCc1ccccc1)c1ccccc1. Yields the product [Br-], CCOC(=O)c1cc(C(=O)C[N+]23CCC(CC2)C(OC(=O)C(NCc2ccccc2)c2ccccc2)C3)on1. As a reaction SMILES: [Br:30][CH2:31][C:32](=[O:33])[c:34]1[cH:35][c:36]([C:39](=[O:40])[O:41][CH2:42][CH3:43])[n:37][o:38]1.[CH3:27][C:28]#[N:29].[CH3:44][CH2:45][O:46][C:47](=[O:48])[CH3:49].[N:1]12[CH2:2][CH:3]([O:9][C:10]([CH:11]([c:12]3[cH:13][cH:14][cH:15][cH:16][cH:17]3)[NH:18][CH2:19][c:20]3[cH:21][cH:22][cH:23][cH:24][cH:25]3)=[O:26])[CH:4]([CH2:5][CH2:6]1)[CH2:7][CH2:8]2>>[Br-:30].[N+:1]12([CH2:31][C:32](=[O:33])[c:34]3[cH:35][c:36]([C:39](=[O:40])[O:41][CH2:42][CH3:43])[n:37][o:38]3)[CH2:2][CH:3]([O:9][C:10]([CH:11]([c:12]3[cH:13][cH:14][cH:15][cH:16][cH:17]3)[NH:18][CH2:19][c:20]3[cH:21][cH:22][cH:23][cH:24][cH:25]3)=[O:26])[CH:4]([CH2:5][CH2:6]1)[CH2:7][CH2:8]2. Reactants: BrCC1C(C=2C(=C3C=C(C(NC3=C(C2)C)=O)C)O1)C (2-(Bromomethyl)-3,5,8-trimethyl-2,3,6,7-tetrahydrofuro[2,3-f]quinoline-7-one), C(C)(=O)OCC (ethyl acetate), O (water), [N-]=[N+]=[N-].[Na+] (Sodium azide). Solvent: CN(C=O)C (dimethyformamide). Reaction conditions: temperature 150 celsius, time 3 hour. Product: N(=[N+]=[N-])CC1C(C=2C(=C3C=C(C(NC3=C(C2)C)=O)C)O1)C (2-(Azidomethyl)-3,5,8-trimethyl-2,3,6,7-tetrahydrofuro[2,3-f]quinoline-7-one). RXN SMILES: Br[CH2:2][CH:3]1[O:18][C:6]2=[C:7]3[C:12](=[C:13]([CH3:15])[CH:14]=[C:5]2[CH:4]1[CH3:19])[NH:11][C:10](=[O:16])[C:9]([CH3:17])=[CH:8]3.[N-:20]=[N+:21]=[N-:22].[Na+].C(OCC)(=O)C.O>CN(C)C=O>[N:20]([CH2:2][CH:3]1[O:18][C:6]2=[C:7]3[C:12](=[C:13]([CH3:15])[CH:14]=[C:5]2[CH:4]1[CH3:19])[NH:11][C:10](=[O:16])[C:9]([CH3:17])=[CH:8]3)=[N+:21]=[N-:22] |f:1.2|. Reported procedure: The compound obtained in Example 295 (1.49 g, 4.62 mmol) was dissolved in dimethyformamide (20 ml). Sodium azide (1.8 g, 27.69 mmol) was added to the mixture, and stirred at 150° C. for 3 hours. After cooling, ethyl acetate and water were added to the mixture for phase separation. The organic phase was washed with water and saturated aqueous NaCl solution in this order, and dried. The solvent was distilled off under reduced pressure to obtain 1.43 g (assayed quantitatively) of the title compound...